From a dataset of the Open Reaction Database (ORD), a public repository of structured organic reaction records. describe an organic reaction: reactants, conditions, products, and yield Starting materials: O=C(Cl)c1ccccc1, CN(C)C=O, [H-], [Na+], O=C1Nc2ccccc2C1=O. Product: O=C1C(=O)N(C(=O)c2ccccc2)c2ccccc21. As a reaction SMILES: [C:14]([c:15]1[cH:16][cH:17][cH:18][cH:19][cH:20]1)(=[O:21])[Cl:22].[CH3:23][N:24]([CH3:25])[CH:26]=[O:27].[H-:12].[Na+:13].[O:1]=[C:2]1[NH:3][c:4]2[cH:5][cH:6][cH:7][cH:8][c:9]2[C:10]1=[O:11]>>[O:1]=[C:2]1[N:3]([C:14]([c:15]2[cH:16][cH:17][cH:18][cH:19][cH:20]2)=[O:21])[c:4]2[cH:5][cH:6][cH:7][cH:8][c:9]2[C:10]1=[O:11]. Reactants: O=C(Cl)C1CC1, CCN(C(C)C)C(C)C, ClCCl, O=C(NCC1CCNCC1)NCC1CN(Cc2ccc(Cl)c(Cl)c2)CCO1, Cl, Cl. Yields the product O=C(NCC1CCN(C(=O)C2CC2)CC1)NCC1CN(Cc2ccc(Cl)c(Cl)c2)CCO1. As a reaction SMILES: [CH:1]1([C:4](=[O:5])[Cl:6])[CH2:2][CH2:3]1.[CH:36]([N:37]([CH2:38][CH3:39])[CH:40]([CH3:41])[CH3:42])([CH3:43])[CH3:44].[Cl:45][CH2:46][Cl:47].[Cl:9][c:10]1[cH:11][c:12]([CH2:13][N:14]2[CH2:15][CH:16]([CH2:20][NH:21][C:22](=[O:23])[NH:24][CH2:25][CH:26]3[CH2:27][CH2:28][NH:29][CH2:30][CH2:31]3)[O:17][CH2:18][CH2:19]2)[cH:32][cH:33][c:34]1[Cl:35].[ClH:7].[ClH:8]>>[CH:1]1([C:4](=[O:5])[N:29]2[CH2:28][CH2:27][CH:26]([CH2:25][NH:24][C:22]([NH:21][CH2:20][CH:16]3[CH2:15][N:14]([CH2:13][c:12]4[cH:11][c:10]([Cl:9])[c:34]([Cl:35])[cH:33][cH:32]4)[CH2:19][CH2:18][O:17]3)=[O:23])[CH2:31][CH2:30]2)[CH2:2][CH2:3]1. Procedure: A mixture of 6′-methoxy-5-morpholino-2,3′-bipyridin-3-amine (51.7 mg, 0.18 mmol), 4-chloro-5,7-difluoro-3-methyl-2-(4-methylpyridin-2-yl)quinoline (45.2 mg, 0.15 mmol), 2-dicyclohexylphosphino-2,4,6,-triisopropylbiphenyl, (X-Phos) (12.6 mg, 0.026 mmol), tris(dibenzylideneacetone)dipalladium (0) (6.4 mg, 6.99 μmol), and sodium tert-butoxide (36.6 mg, 0.38 mmol) in dry toluene (1.5 mL) was degassed by nitrogen. The resulting reaction was heated to 100° C. and monitored with TLC and LC-MS. After 18... Reagents/catalysts: C=1C=CC(=CC1)/C=C/C(=O)/C=C/C2=CC=CC=C2.C=1C=CC(=CC1)/C=C/C(=O)/C=C/C2=CC=CC=C2.C=1C=CC(=CC1)/C=C/C(=O)/C=C/C2=CC=CC=C2.[Pd].[Pd] (tris(dibenzylideneacetone)dipalladium). Reaction SMILES: [CH3:1][O:2][C:3]1[N:8]=[CH:7][C:6]([C:9]2[C:14]([NH2:15])=[CH:13][C:12]([N:16]3[CH2:21][CH2:20][O:19][CH2:18][CH2:17]3)=[CH:11][N:10]=2)=[CH:5][CH:4]=1.Cl[C:23]1[C:32]2[C:27](=[CH:28][C:29]([F:34])=[CH:30][C:31]=2[F:33])[N:26]=[C:25]([C:35]2[CH:40]=[C:39]([CH3:41])[CH:38]=[CH:37][N:36]=2)[C:24]=1[CH3:42].C1(P(C2CCCCC2)C2(C(C)C)CC(C(C)C)=CC(C(C)C)=C2C2C=CC=CC=2)CCCCC1.CC(C1C=C(C(C)C)C(C2C=CC=CC=2P(C2CCCCC2)C2CCCCC2)=C(C(C)C)C=1)C.CC(C)([O-])C.[Na+]>C1(C)C=CC=CC=1.C1C=CC(/C=C/C(/C=C/C2C=CC=CC=2)=O)=CC=1.C1C=CC(/C=C/C(/C=C/C2C=CC=CC=2)=O)=CC=1.C1C=CC(/C=C/C(/C=C/C2C=CC=CC=2)=O)=CC=1.[Pd].[Pd].O>[F:33][C:31]1[CH:30]=[C:29]([F:34])[CH:28]=[C:27]2[C:32]=1[C:23]([NH:15][C:14]1[C:9]([C:6]3[CH:7]=[N:8][C:3]([O:2][CH3:1])=[CH:4][CH:5]=3)=[N:10][CH:11]=[C:12]([N:16]3[CH2:21][CH2:20][O:19][CH2:18][CH2:17]3)[CH:13]=1)=[C:24]([CH3:42])[C:25]([C:35]1[CH:40]=[C:39]([CH3:41])[CH:38]=[CH:37][N:36]=1)=[N:26]2 |f:4.5,7.8.9.10.11|. Starting materials: COC1=CC=C(C=N1)C1=NC=C(C=C1N)N1CCOCC1 (6′-methoxy-5-morpholino-2,3′-bipyridin-3-amine), ClC1=C(C(=NC2=CC(=CC(=C12)F)F)C1=NC=CC(=C1)C)C (4-chloro-5,7-difluoro-3-methyl-2-(4-methylpyridin-2-yl)quinoline), C1(CCCCC1)P(C1(C(=C(C=C(C1)C(C)C)C(C)C)C1=CC=CC=C1)C(C)C)C1CCCCC1 (2-dicyclohexylphosphino-2,4,6,-triisopropylbiphenyl), CC(C)C1=CC(=C(C(=C1)C(C)C)C2=C(C=CC=C2)P(C3CCCCC3)C4CCCCC4)C(C)C (X-Phos), CC(C)([O-])C.[Na+] (sodium tert-butoxide). Reaction conditions: temperature 100 celsius, time 18 hour. The solvent is O (water), C1(=CC=CC=C1)C (toluene). Product: FC1=C2C(=C(C(=NC2=CC(=C1)F)C1=NC=CC(=C1)C)C)NC=1C(=NC=C(C1)N1CCOCC1)C=1C=NC(=CC1)OC (5,7-difluoro-N-(6′-methoxy-5-morpholino-2,3′-bipyridin-3-yl)-3-methyl-2-(4-methylpyridin-2-yl)quinolin-4-amine). The reactants are NCCNCC(=O)O (N-(2-Aminoethyl)glycine), O1CCOCC1 (dioxane), C(OC1=C(C=C(C=C1)[N+](=O)[O-])C(C)(C)C)([O-])=O (tert-Butyl-4-nitrophenyl carbonate), O1CCOCC1 (dioxane), [OH-].[Na+] (sodium hydroxide), [OH-].[Na+] (sodium hydroxide), Cl (hydrochloric acid). Run in O (water). Run at temperature 0 celsius, time 8 hour. Yields the product C(=O)(OC(C)(C)C)C(CNCC(=O)O)N.C(=O)(OC(C)(C)C)NCCNCC(=O)O ((N′-Boc-2′-Aminoethyl)glycine N-(2-Boc-Aminoethyl)glycine), C1=CC=C2C(=C1)C(=O)C(C2=O)(O)O (ninhydrin). As a reaction SMILES: [NH2:1][CH2:2][CH2:3][NH:4][CH2:5][C:6]([OH:8])=[O:7].[OH-:9].[Na+].[C:11](=[O:27])([O-])[O:12][C:13]1[CH:18]=[CH:17][C:16]([N+]([O-])=O)=[CH:15][C:14]=1[C:22](C)(C)C.Cl.[O:29]1[CH2:34][CH2:33][O:32]C[CH2:30]1>O>[C:11]([CH:2]([NH2:1])[CH2:3][NH:4][CH2:5][C:6]([OH:8])=[O:7])([O:12][C:13]([CH3:14])([CH3:18])[CH3:30])=[O:27].[C:11]([NH:1][CH2:2][CH2:3][NH:4][CH2:5][C:6]([OH:8])=[O:7])([O:12][C:13]([CH3:14])([CH3:18])[CH3:30])=[O:27].[CH:16]1[CH:15]=[C:14]2[C:22]([C:33]([OH:32])([OH:7])[C:34](=[O:29])[C:13]2=[CH:18][CH:17]=1)=[O:9] |f:1.2,7.8|. Procedure: The title compound was prepared by a modification of the procedure by Heimer, et al. Int. J. Pept., 1984, 23, 203-211 N-(2-Aminoethyl)glycine (3.00 g; 25.4 mmol) was dissolved in water (50 ml), dioxane (50 ml) was added, and the pH was adjusted to 11.2 with 2 N sodium hydroxide. tert-Butyl-4-nitrophenyl carbonate (1, 7.29 g; 30.5 mmol) was dissolved in dioxane (40 ml) and added dropwise over a period of 2 h, during which time the pH was maintained at 11.2 with 2 N sodium hydroxide. The pH was ad...